describe an organic reaction: reactants, conditions, products, and yield From a dataset of the Open Reaction Database (ORD), a public repository of structured organic reaction records. The reactants are FC=1C=C(C=CC1)C1(CCC(CC1)N)N(C)C (1-(3-fluorophenyl)-N,N-dimethylcyclohexane-1,4-diamine), ClC1=C(C=CC=C1)C1=NOC(=C1C(=O)Cl)C (3-(2-chlorophenyl)-5-methylisoxazole-4-carbonylchloride). Yields the product CN(C1(CCC(CC1)NC(=O)C=1C(=NOC1C)C1=C(C=CC=C1)Cl)C1=CC(=CC=C1)F)C (3-(2-chlorophenyl)-5-methylisoxazole-4-carboxylic acid [4-dimethylamino-4-(3-fluorophenyl)cyclohexyl]amide). RXN SMILES: [F:1][C:2]1[CH:3]=[C:4]([C:8]2([N:15]([CH3:17])[CH3:16])[CH2:13][CH2:12][CH:11]([NH2:14])[CH2:10][CH2:9]2)[CH:5]=[CH:6][CH:7]=1.[Cl:18][C:19]1[CH:24]=[CH:23][CH:22]=[CH:21][C:20]=1[C:25]1[C:29]([C:30](Cl)=[O:31])=[C:28]([CH3:33])[O:27][N:26]=1>>[CH3:16][N:15]([CH3:17])[C:8]1([C:4]2[CH:5]=[CH:6][CH:7]=[C:2]([F:1])[CH:3]=2)[CH2:13][CH2:12][CH:11]([NH:14][C:30]([C:29]2[C:25]([C:20]3[CH:21]=[CH:22][CH:23]=[CH:24][C:19]=3[Cl:18])=[N:26][O:27][C:28]=2[CH3:33])=[O:31])[CH2:10][CH2:9]1. Procedure: As described for Example 118, the polar diastereoisomer of 1-(3-fluorophenyl)-N,N-dimethylcyclohexane-1,4-diamine (350 mg) was reacted with 400 mg 3-(2-chlorophenyl)-5-methylisoxazole-4-carbonylchloride and worked up in a similar manner. The resultant crude product (590 mg) was chromatographed on silica gel (4.0×15 cm) with ethyl acetate/n-hexane/methanol (V:V=1:1:1). 440 mg of the polar diastereoisomer of 3-(2-chlorophenyl)-5-methylisoxazole-4-carboxylic acid [4-dimethylamino-4-(3-fluorophenyl)... The reactants are [OH-].[Na+] (sodium hydroxide), C(C)OC(=O)[C@H]1CN(CCC1)CCOC=C(C=1SC=CC1C)C=1SC=CC1C ((R)-1-[2-[[2,2-bis(3-Methyl-2-thienyl)ethenyl]oxy]ethyl]-3-piperidine carboxylic ethyl ester), Cl (hydrochloric acid). Run in C(C)O (ethanol). The product is CC1=C(SC=C1)C(=COCCN1C[C@@H](CCC1)C(=O)O)C=1SC=CC1C ((R)-1-[2-[[2,2-bis(3-Methyl-2-thienyl)ethenyl]oxy]ethyl]-3-piperidine carboxylic acid). The yield is 86.8%. RXN SMILES: C([O:3][C:4]([C@@H:6]1[CH2:11][CH2:10][CH2:9][N:8]([CH2:12][CH2:13][O:14][CH:15]=[C:16]([C:23]2[S:24][CH:25]=[CH:26][C:27]=2[CH3:28])[C:17]2[S:18][CH:19]=[CH:20][C:21]=2[CH3:22])[CH2:7]1)=[O:5])C.[OH-].[Na+].Cl>C(O)C>[CH3:22][C:21]1[CH:20]=[CH:19][S:18][C:17]=1[C:16]([C:23]1[S:24][CH:25]=[CH:26][C:27]=1[CH3:28])=[CH:15][O:14][CH2:13][CH2:12][N:8]1[CH2:9][CH2:10][CH2:11][C@@H:6]([C:4]([OH:5])=[O:3])[CH2:7]1 |f:1.2|. Procedure: (R)-1-[2-[[2,2-bis(3-Methyl-2-thienyl)ethenyl]oxy]ethyl]-3-piperidine carboxylic ethyl ester (420 mg, 1 mmol) (example 11) was dissolved in ethanol (20 ml) and 10 N sodium hydroxide solution (1.00 ml) was introduced. After 3 h at room temperature the pH of the solution was adjusted to 9 with 2 N hydrochloric acid. The ethanol was removed by evaporation and the pH of the solution was adjusted to 2.5. Extraction with dichloromethane (4 × 15 ml), drying of the combined extracts (MgSO4) (charcoal de... Procedure details: Heat a mixture of 100 mg (0.25 mmol) of (+/−)-5-(4-methoxyphenyl)-6-phenyl-N-piperidin-3-yl-furo[2,3-d]pyrimidin-4-amine (Example 39A), 65 μl (0.375 mmol) of DIEA, 4.1 mg (0.025 mmol) of potassium iodide and 45 mg (0.25 mmol) of 4-bromobutyric acid methyl ester in 2 ml of THF under reflux for 1 h. After cooling, add the reaction mixture to water and extract three times with ethyl acetate. Wash the combined organic phases twice with buffer solution (pH 7) and saturated sodium chloride solution, d... RXN SMILES: [CH3:1][O:2][C:3]1[CH:8]=[CH:7][C:6]([C:9]2[C:17]3[C:16]([NH:18][CH:19]4[CH2:24][CH2:23][CH2:22][NH:21][CH2:20]4)=[N:15][CH:14]=[N:13][C:12]=3[O:11][C:10]=2[C:25]2[CH:30]=[CH:29][CH:28]=[CH:27][CH:26]=2)=[CH:5][CH:4]=1.CCN(C(C)C)C(C)C.[I-].[K+].[CH3:42][O:43][C:44](=[O:49])[CH2:45][CH2:46][CH2:47]Br>C1COCC1.O>[CH3:42][O:43][C:44](=[O:49])[CH2:45][CH2:46][CH2:47][N:21]1[CH2:22][CH2:23][CH2:24][CH:19]([NH:18][C:16]2[C:17]3[C:9]([C:6]4[CH:5]=[CH:4][C:3]([O:2][CH3:1])=[CH:8][CH:7]=4)=[C:10]([C:25]4[CH:30]=[CH:29][CH:28]=[CH:27][CH:26]=4)[O:11][C:12]=3[N:13]=[CH:14][N:15]=2)[CH2:20]1 |f:2.3|. The product is COC(CCCN1CC(CCC1)NC=1C2=C(N=CN1)OC(=C2C2=CC=C(C=C2)OC)C2=CC=CC=C2)=O ((+/−)-4-(3-{[5-(4-Methoxyphenyl)-6-phenylfuro[2,3-d]pyrimidin-4-yl]amino}piperidin-1-yl)-butanoic acid methyl ester). Solvent: C1CCOC1 (THF), O (water). The reactants are COC1=CC=C(C=C1)C1=C(OC=2N=CN=C(C21)NC2CNCCC2)C2=CC=CC=C2 ((+/−)-5-(4-methoxyphenyl)-6-phenyl-N-piperidin-3-yl-furo[2,3-d]pyrimidin-4-amine), CCN(C(C)C)C(C)C (DIEA), [I-].[K+] (potassium iodide), COC(CCCBr)=O (4-bromobutyric acid methyl ester).